This data is from the Open Reaction Database (ORD), a public repository of structured organic reaction records. The task is: describe an organic reaction: reactants, conditions, products, and yield Reactants: CCOCC, CO, CCOC(=O)C1=Cc2cc(Cl)ccc2N(C)C1C(F)(F)F, Cl, [Li+], C1CCOC1, [OH-], O. Yields the product CN1c2ccc(Cl)cc2C=C(C(=O)O)C1C(F)(F)F. RXN SMILES: [CH3:25][CH2:26][O:27][CH2:28][CH3:29].[CH3:36][OH:37].[Cl:1][c:2]1[cH:3][c:4]2[c:9]([cH:10][cH:11]1)[N:8]([CH3:12])[CH:7]([C:13]([F:14])([F:15])[F:16])[C:6]([C:17](=[O:18])[O:19][CH2:20][CH3:21])=[CH:5]2.[ClH:24].[Li+:22].[O:31]1[CH2:32][CH2:33][CH2:34][CH2:35]1.[OH-:23].[OH2:30]>>[Cl:1][c:2]1[cH:3][c:4]2[c:9]([cH:10][cH:11]1)[N:8]([CH3:12])[CH:7]([C:13]([F:14])([F:15])[F:16])[C:6]([C:17](=[O:18])[OH:19])=[CH:5]2. The reactants are CCN(CC)S(F)(F)F, ClCCl, O, COC(=O)C(F)(CO)C(F)(F)F. Product: COC(=O)C(F)(CF)C(F)(F)F. RXN SMILES: [CH2:13]([N:14]([S:15]([F:16])([F:17])[F:19])[CH2:18][CH3:20])[CH3:21].[Cl:23][CH2:24][Cl:25].[OH2:22].[OH:1][CH2:2][C:3]([C:4](=[O:5])[O:6][CH3:7])([C:8]([F:9])([F:10])[F:11])[F:12]>>[CH2:2]([C:3]([C:4](=[O:5])[O:6][CH3:7])([C:8]([F:9])([F:10])[F:11])[F:12])[F:19].